This data is from the Open Reaction Database (ORD), a public repository of structured organic reaction records. The task is: describe an organic reaction: reactants, conditions, products, and yield Starting materials: COC(=O)CC(C)C(=O)N1CCCC1C(=O)O, COC(=O)CCC(C)C(=O)N1CCCC1C(=O)O. The product is COC(=O)CCC(C)C(=O)N1CCCC1C(N)=O. As a reaction SMILES: [CH3:19][O:20][C:21]([CH2:22][CH:23]([CH3:24])[C:25]([N:27]1[CH2:26][CH2:28][CH2:29][CH:30]1[C:31]([OH:32])=[O:33])=[O:34])=[O:35].[CH3:1][O:2][C:3](=[O:4])[CH2:5][CH2:6][CH:7]([C:8](=[O:9])[N:10]1[CH:11]([C:12](=[O:13])[OH:14])[CH2:15][CH2:16][CH2:17]1)[CH3:18]>>[CH3:1][O:2][C:3](=[O:4])[CH2:5][CH2:6][CH:7]([C:8](=[O:9])[N:10]1[CH:11]([C:12](=[O:13])[NH2:27])[CH2:15][CH2:16][CH2:17]1)[CH3:18]. The reactants are C(C)(=O)NC1=CC=C(C=C1)N1C(C2=CC=C(C=C2CC1)OC)CC1=CC=C(C=C1)OCC1=CC=CC=C1 (2-(4-acetamidophenyl)-6-methoxy-1-[4-(phenylmethoxy)benzyl]-1,2,3,4-tetrahydroisoquinoline). Reagents/catalysts: [Pd] (Pd/C). Run in CCO.C1CCOC1 (EtOH THF). Yields the product C(C)(=O)NC1=CC=C(C=C1)N1C(C2=CC=C(C=C2CC1)OC)CC1=CC=C(C=C1)O (2-(4-Acetamidophenyl)-1-(4-hydroxybenzyl)-6-methoxy-1,2,3,4-tetrahydroisoquinoline). The yield is 95.3%. RXN SMILES: [C:1]([NH:4][C:5]1[CH:10]=[CH:9][C:8]([N:11]2[CH2:20][CH2:19][C:18]3[C:13](=[CH:14][CH:15]=[C:16]([O:21][CH3:22])[CH:17]=3)[CH:12]2[CH2:23][C:24]2[CH:29]=[CH:28][C:27]([O:30]CC3C=CC=CC=3)=[CH:26][CH:25]=2)=[CH:7][CH:6]=1)(=[O:3])[CH3:2]>CCO.C1COCC1.[Pd]>[C:1]([NH:4][C:5]1[CH:10]=[CH:9][C:8]([N:11]2[CH2:20][CH2:19][C:18]3[C:13](=[CH:14][CH:15]=[C:16]([O:21][CH3:22])[CH:17]=3)[CH:12]2[CH2:23][C:24]2[CH:25]=[CH:26][C:27]([OH:30])=[CH:28][CH:29]=2)=[CH:7][CH:6]=1)(=[O:3])[CH3:2] |f:1.2|. Procedure: A solution of 2-(4-acetamidophenyl)-6-methoxy-1-[4-(phenylmethoxy)benzyl]-1,2,3,4-tetrahydroisoquinoline (0.190 g, 0.386 mmol) in 2 mL of EtOH/THF (1:1) was debenzylated with 10% Pd/C under an H2 atmosphere as described in Example 30. F to provide the title compound (0.148 g, 95% yield): ES-MS (m/z) 403 [M+H]+. Yields the product COc1cc2c(N=C(NCCO)Nc3c(C)cccc3Cl)ncnc2cc1OCC1CCN(C)CC1. As a reaction SMILES: [CH3:42][OH:43].[CH:38]([Cl:39])([Cl:40])[Cl:41].[Cl:1][c:2]1[c:3]([NH:9][C:10](=[S:11])[NH:12][c:13]2[n:14][cH:15][n:16][c:17]3[cH:18][c:19]([O:25][CH2:26][CH:27]4[CH2:28][CH2:29][N:30]([CH3:33])[CH2:31][CH2:32]4)[c:20]([O:23][CH3:24])[cH:21][c:22]23)[c:4]([CH3:8])[cH:5][cH:6][cH:7]1.[NH2:34][CH2:35][CH2:36][OH:37]>>[Cl:1][c:2]1[c:3]([NH:9][C:10](=[N:12][c:13]2[n:14][cH:15][n:16][c:17]3[cH:18][c:19]([O:25][CH2:26][CH:27]4[CH2:28][CH2:29][N:30]([CH3:33])[CH2:31][CH2:32]4)[c:20]([O:23][CH3:24])[cH:21][c:22]23)[NH:34][CH2:35][CH2:36][OH:37])[c:4]([CH3:8])[cH:5][cH:6][cH:7]1. The reactants are CO, ClC(Cl)Cl, COc1cc2c(NC(=S)Nc3c(C)cccc3Cl)ncnc2cc1OCC1CCN(C)CC1, NCCO. Starting materials: O=C([O-])[O-], CC(C(=O)Cl)c1cc(C(F)(F)F)cc(C(F)(F)F)c1, ClCCl, Cl, [K+], [K+], O=C=NC1(c2ccccn2)CCC(=O)CC1, c1ccncc1. Yields the product CC(C(=O)NC1(c2ccccn2)CCC(=O)CC1)c1cc(C(F)(F)F)cc(C(F)(F)F)c1. Reaction SMILES: [C:42](=[O:43])([O-:44])[O-:45].[CH3:17][CH:18]([C:19]([Cl:20])=[O:21])[c:22]1[cH:23][c:24]([C:32]([F:33])([F:34])[F:35])[cH:25][c:26]([C:28]([F:29])([F:30])[F:31])[cH:27]1.[Cl:49][CH2:50][Cl:51].[ClH:48].[K+:46].[K+:47].[N:1](=[C:2]=[O:3])[C:4]1([c:11]2[n:12][cH:13][cH:14][cH:15][cH:16]2)[CH2:5][CH2:6][C:7](=[O:10])[CH2:8][CH2:9]1.[cH:36]1[cH:37][cH:38][n:39][cH:40][cH:41]1>>[NH:1]([C:2](=[O:3])[CH:18]([CH3:17])[c:22]1[cH:23][c:24]([C:32]([F:33])([F:34])[F:35])[cH:25][c:26]([C:28]([F:29])([F:30])[F:31])[cH:27]1)[C:4]1([c:11]2[n:12][cH:13][cH:14][cH:15][cH:16]2)[CH2:5][CH2:6][C:7](=[O:10])[CH2:8][CH2:9]1. Reactants: CCOCC, CCCCCCCCCCCCc1ccc2nc3c(c(Cl)c2c1)CCCC3, NCc1ccccc1, [Na+], [OH-], Oc1ccccc1. The product is Cl, CCCCCCCCCCCCc1ccc2nc3c(c(NCc4ccccc4)c2c1)CCCC3. RXN SMILES: [CH3:36][CH2:37][O:38][CH2:39][CH3:40].[Cl:1][c:2]1[c:3]2[cH:4][c:5]([CH2:16][CH2:17][CH2:18][CH2:19][CH2:20][CH2:21][CH2:22][CH2:23][CH2:24][CH2:25][CH2:26][CH3:27])[cH:6][cH:7][c:8]2[n:9][c:10]2[c:15]1[CH2:14][CH2:13][CH2:12][CH2:11]2.[NH2:28][CH2:29][c:30]1[cH:31][cH:32][cH:33][cH:34][cH:35]1.[Na+:42].[OH-:41].[OH:43][c:44]1[cH:45][cH:46][cH:47][cH:48][cH:49]1>>[ClH:1].[c:2]1([NH:28][CH2:29][c:30]2[cH:31][cH:32][cH:33][cH:34][cH:35]2)[c:3]2[cH:4][c:5]([CH2:16][CH2:17][CH2:18][CH2:19][CH2:20][CH2:21][CH2:22][CH2:23][CH2:24][CH2:25][CH2:26][CH3:27])[cH:6][cH:7][c:8]2[n:9][c:10]2[c:15]1[CH2:14][CH2:13][CH2:12][CH2:11]2. Reactants: CC(C)(C)[O-], C1CCOC1, CI, O=C1N(c2ccc(CO)cc2)CCC12CCN(S(=O)(=O)c1ccccc1Cl)CC2, Cl, [K+]. The product is COCc1ccc(N2CCC3(CCN(S(=O)(=O)c4ccccc4Cl)CC3)C2=O)cc1. Reaction SMILES: [C:30]([O-:31])([CH3:32])([CH3:33])[CH3:34].[CH2:39]1[O:40][CH2:41][CH2:42][CH2:43]1.[CH3:36][I:37].[Cl:1][c:2]1[c:3]([S:8](=[O:9])(=[O:10])[N:11]2[CH2:12][CH2:13][C:14]3([CH2:15][CH2:16][N:17]([c:20]4[cH:21][cH:22][c:23]([CH2:26][OH:27])[cH:24][cH:25]4)[C:18]3=[O:19])[CH2:28][CH2:29]2)[cH:4][cH:5][cH:6][cH:7]1.[ClH:38].[K+:35]>>[Cl:1][c:2]1[c:3]([S:8](=[O:9])(=[O:10])[N:11]2[CH2:12][CH2:13][C:14]3([CH2:15][CH2:16][N:17]([c:20]4[cH:21][cH:22][c:23]([CH2:26][O:27][CH3:30])[cH:24][cH:25]4)[C:18]3=[O:19])[CH2:28][CH2:29]2)[cH:4][cH:5][cH:6][cH:7]1. Reactants: COC=1C=C(C=C(C1)C)CC(=O)O (3-methoxy-5-methylphenylacetic acid), OS(=O)(=O)O (H2SO4), CCO (EtOH). Run at time 40 hour. Product: COC=1C=C(C=C(C1)C)CC(=O)OCC (Ethyl 3-methoxy-5-methylphenylacetate). Yield: 85.0%. As a reaction SMILES: [CH3:1][O:2][C:3]1[CH:4]=[C:5]([CH2:10][C:11]([OH:13])=[O:12])[CH:6]=[C:7]([CH3:9])[CH:8]=1.OS(O)(=O)=O.[CH3:19][CH2:20]O>>[CH3:1][O:2][C:3]1[CH:4]=[C:5]([CH2:10][C:11]([O:13][CH2:19][CH3:20])=[O:12])[CH:6]=[C:7]([CH3:9])[CH:8]=1. Procedure details: To a solution 3-methoxy-5-methylphenylacetic acid of (8.1 g; 0.045 mol; from step (iii) above) in EtOH (100 mL) was added H2SO4 (conc.), and the solution was left to stand for 40 hours. The reaction mixture was concentrated, and the crude product was partitioned between water and ether. The organic layer was washed with NaHCO3/aq and water, dried (Na2SO4), and evaporated to yield 8.0 g (85%) of the sub-title compound as a brown oil. The reactants are NCC1=NOC(=N1)C=1N=CN2C1[C@H]1N(C(C3=C2C=CC=C3Cl)=O)CC1 ((S)-1-(3-aminomethyl-1,2,4-oxadiazol-5-yl)-8-chloro-12,12a-dihydro-9H,11H-azeto[2,1-c]imidazo[1,5-a][1,4]benzodiazepin-9-one), C(C=C)Br (allyl bromide), N12CCCCCC2=NCCC1 (1,8-diazabicyclo[5.4.0]undec-7-ene). Run in CN(C=O)C (N,N-dimethylformamide). Yields the product C(C=C)N(CC=C)CC1=NOC(=N1)C=1N=CN2C1[C@H]1N(C(C3=C2C=CC=C3Cl)=O)CC1 ((S)-1-(3-diallylaminomethyl-1,2,4-oxadiazol-5-yl)-8-chloro-12,12a-dihydro-9H,11H-azeto[2,1-c]imidazo[1,5-a][1,4]benzodiazepin-9-one). The yield is 32.2%. RXN SMILES: [NH2:1][CH2:2][C:3]1[N:7]=[C:6]([C:8]2[N:9]=[CH:10][N:11]3[C:17]4[CH:18]=[CH:19][CH:20]=[C:21]([Cl:22])[C:16]=4[C:15](=[O:23])[N:14]4[CH2:24][CH2:25][C@H:13]4[C:12]=23)[O:5][N:4]=1.[CH2:26](Br)[CH:27]=[CH2:28].N12CCCN=C1CC[CH2:33][CH2:32][CH2:31]2>CN(C)C=O>[CH2:26]([N:1]([CH2:2][C:3]1[N:7]=[C:6]([C:8]2[N:9]=[CH:10][N:11]3[C:17]4[CH:18]=[CH:19][CH:20]=[C:21]([Cl:22])[C:16]=4[C:15](=[O:23])[N:14]4[CH2:24][CH2:25][C@H:13]4[C:12]=23)[O:5][N:4]=1)[CH2:33][CH:32]=[CH2:31])[CH:27]=[CH2:28]. Procedure details: 5.02 g (14 mmol) of (S)-1-(3-aminomethyl-1,2,4-oxadiazol-5-yl)-8-chloro-12,12a-dihydro-9H,11H-azeto[2,1-c]imidazo[1,5-a][1,4]benzodiazepin-9-one, 75 ml of N,N-dimethylformamide, 21 g (173.8 mmol) of allyl bromide and 29.4 g (193 mmol) of 1,8-diazabicyclo[5.4.0]undec-7-ene (1,5-5) were stirred at 75° for 60 hours. The solution was concentrated and the residue was purified by chromatography on 350 g of silica gel while eluting with ethyl acetate. There were obtained 1.97 g (35%) of (S)-1-(3-dially... Reactants: BrC=1C=CC(=NC1)CN1C=C(C(C2=C(C=CC(=C12)F)F)=O)C(=O)OCC (ethyl 1-[(5-bromopyridin-2-yl)methyl]-5,8-difluoro-4-oxo-1,4-dihydroquinoline-3-carboxylate), CC1(OB(OC1(C)C)C=1C=NN(C1)C(=O)OC(C)(C)C)C (tert-butyl 4-(4,4,5,5-tetramethyl-1,3,2-dioxaborolan-2-yl)-1H-pyrazole-1-carboxylate), C([O-])([O-])=O.[Cs+].[Cs+] (cesium carbonate), C(C)(=O)OCC (Ethyl acetate). The reagents and catalysts are C(C)(C)(C)P(C(C)(C)C)(C(C)(C)C)[Pd]P(C(C)(C)C)(C(C)(C)C)C(C)(C)C (bis(tri-tert-butylphosphoranyl)palladium). The solvent is C1CCOC1 (THF), O (water). Reaction conditions: temperature 100 celsius. Product: FC1=C2C(C(=CN(C2=C(C=C1)F)CC1=NC=C(C=C1)C=1C=NNC1)C(=O)OCC)=O (ethyl 5,8-difluoro-4-oxo-1-{[5-(1H-pyrazol-4-yl)pyridin-2-yl]methyl}-1,4-dihydroquinoline-3-carboxylate). As a reaction SMILES: Br[C:2]1[CH:3]=[CH:4][C:5]([CH2:8][N:9]2[C:18]3[C:13](=[C:14]([F:20])[CH:15]=[CH:16][C:17]=3[F:19])[C:12](=[O:21])[C:11]([C:22]([O:24][CH2:25][CH3:26])=[O:23])=[CH:10]2)=[N:6][CH:7]=1.CC1(C)C(C)(C)OB([C:35]2[CH:36]=[N:37][N:38](C(OC(C)(C)C)=O)[CH:39]=2)O1.C(=O)([O-])[O-].[Cs+].[Cs+].C(OCC)(=O)C>C1COCC1.C(P([Pd]P(C(C)(C)C)(C(C)(C)C)C(C)(C)C)(C(C)(C)C)C(C)(C)C)(C)(C)C.O>[F:20][C:14]1[CH:15]=[CH:16][C:17]([F:19])=[C:18]2[C:13]=1[C:12](=[O:21])[C:11]([C:22]([O:24][CH2:25][CH3:26])=[O:23])=[CH:10][N:9]2[CH2:8][C:5]1[CH:4]=[CH:3][C:2]([C:35]2[CH:36]=[N:37][NH:38][CH:39]=2)=[CH:7][N:6]=1 |f:2.3.4|. Reported procedure: To a solution of ethyl 1-[(5-bromopyridin-2-yl)methyl]-5,8-difluoro-4-oxo-1,4-dihydroquinoline-3-carboxylate (3.00 g, 7.09 mmol), tert-butyl 4-(4,4,5,5-tetramethyl-1,3,2-dioxaborolan-2-yl)-1H-pyrazole-1-carboxylate (5.42 g, 18.4 mmol), and 1 N cesium carbonate (14.2 mL, 14.2 mmol) in 50 mL of THF under nitrogen was added bis(tri-tert-butylphosphoranyl)palladium (10 mol %). The reaction mixture was heated to 100° C. for 20 hours, then cooled to room temperature. Ethyl acetate (100 mL) and water (... The reagents and catalysts are [Pt]=O (platinum oxide). Product: BrC=1C=C2C(=CNC2=CC1)C1CCN(CC1)C (5-Bromo-3-(1-Methylpiperidin-4-yl)-1H-Indole). Reaction SMILES: [Br:1][C:2]1[CH:3]=[C:4]2[C:8](=[CH:9][CH:10]=1)[NH:7][CH:6]=[C:5]2[C:11]1[CH2:12][CH2:13][N:14]([CH3:17])[CH2:15][CH:16]=1.[H][H]>O1CCCC1.[Pt]=O>[Br:1][C:2]1[CH:3]=[C:4]2[C:8](=[CH:9][CH:10]=1)[NH:7][CH:6]=[C:5]2[CH:11]1[CH2:12][CH2:13][N:14]([CH3:17])[CH2:15][CH2:16]1. The yield is 72.7%. Conditions: time 24 hour. Reported procedure: To a solution of 5-bromo-3-(1-methyl-1,2,3,6-tetrahydro-4-pyridinyl)-1H-indole (44.6 g, 153 mmol) in 1.95 L tetrahydrofuran was added 9.0 gm platinum oxide. The reaction mixture was hydrogenated with an initial hydrogen pressure of 60 p.s.i. at ambient temperature for 24 hours. The reaction mixture was filtered and the filtrate concentrated under reduced pressure. The residue was recrystallized from acetonitrile to give 32.6 gm (73.7%) of the title compound as a white solid. MS(m/e): 293(M+). EA... Run in O1CCCC1 (tetrahydrofuran). Reactants: BrC=1C=C2C(=CNC2=CC1)C=1CCN(CC1)C (5-bromo-3-(1-methyl-1,2,3,6-tetrahydro-4-pyridinyl)-1H-indole), 60, [H][H] (hydrogen).